From a dataset of the Open Reaction Database (ORD), a public repository of structured organic reaction records. describe an organic reaction: reactants, conditions, products, and yield Reactants: CCOC(=O)C(C)Br, O=C([O-])[O-], CN(C)C=O, [K+], [K+], O, O=c1c(-c2ccccc2)coc2cc(O)ccc12. Product: CCOC(=O)C(C)Oc1ccc2c(=O)c(-c3ccccc3)coc2c1. Reaction SMILES: [Br:19][CH:20]([C:21](=[O:22])[O:23][CH2:24][CH3:25])[CH3:26].[C:32](=[O:33])([O-:34])[O-:35].[CH3:27][N:28]([CH3:29])[CH:30]=[O:31].[K+:36].[K+:37].[OH2:38].[OH:1][c:2]1[cH:3][c:4]2[c:5]([c:6](=[O:16])[c:7](-[c:10]3[cH:11][cH:12][cH:13][cH:14][cH:15]3)[cH:8][o:9]2)[cH:17][cH:18]1>>[O:1]([c:2]1[cH:3][c:4]2[c:5]([c:6](=[O:16])[c:7](-[c:10]3[cH:11][cH:12][cH:13][cH:14][cH:15]3)[cH:8][o:9]2)[cH:17][cH:18]1)[CH:20]([C:21](=[O:22])[O:23][CH2:24][CH3:25])[CH3:26]. The reactants are C1CCC(CC1)N=C=NC2CCCCC2 (DCC), CCCCCCCCCCCCCCCC(=O)OC[C@H](COC(=O)CCC(=O)O)OC(=O)CCCCCCCCCCCCCCC (1,2-dipalmitoyl-sn-glycero-3-succinate), ON1C(CCC1=O)=O (N-hydroxy-succinimide). Reagents/catalysts: CN(C)C=1C=CN=CC1 (DMAP). Solvent: C(C)#N (acetonitrile), C(C)#N (acetonitrile). Conditions: time 5 hour. Product: C(=O)(NC1CCCCC1)NC1CCCCC1 (dicyclohexylurea). As a reaction SMILES: CCCCCCCCCCCCCCCC(OC[C@@H](OC(CCCCCCCCCCCCCCC)=O)COC(CCC(O)=O)=O)=[O:17].ON1C(=O)CCC1=O.[CH2:56]1[CH2:61][CH2:60][CH:59]([N:62]=[C:63]=[N:64][CH:65]2[CH2:70][CH2:69][CH2:68][CH2:67][CH2:66]2)[CH2:58][CH2:57]1>CN(C1C=CN=CC=1)C.C(#N)C>[C:63]([NH:62][CH:59]1[CH2:58][CH2:57][CH2:56][CH2:61][CH2:60]1)([NH:64][CH:65]1[CH2:70][CH2:69][CH2:68][CH2:67][CH2:66]1)=[O:17]. Reported procedure: To a cooled (0 to 5° C.) solution of 1,2-dipalmitoyl-sn-glycero-3-succinate (66.8 mg), N-hydroxy-succinimide (11.5 mg), DMAP (2 mg) and acetonitrile (40 mL) in a 100 mL round bottom flask was added dropwise a solution of DCC (20.6 mg) in acetonitrile (10 mL). The resulting mixture was stirred for 5 hours. The solid material which formed during the reaction (dicyclohexylurea) was removed by filtration and the filtrate was concentrated in vacuo to yield 78 mg of N-DPGS-succinimide as a white produ... Starting materials: NC=1C=NN(C1N1CCC(C(CC1)F)NC(C(F)(F)F)=O)C (N-(1-(4-amino-1-methyl-1H-pyrazol-5-yl)-5-fluoroazepan-4-yl)-2,2,2-trifluoroacetamide), C(C)(C)(C)OC(=O)NC1=C(N=C(S1)C1=C(C=CC=C1)F)C(=O)O (5-(tert-butoxycarbonyl-amino)-2-(2-fluorophenyl)thiazole-4-carboxylic acid). The product is NC1=C(N=C(S1)C1=C(C=CC=C1)F)C(=O)NC=1C=NN(C1N1CC[C@@H]([C@@H](CC1)F)N)C (5-amino-N-(5-((4S,5R)-4-amino-5-fluoroazepan-1-yl)-1-methyl-1H-pyrazol-4-yl)-2-(2-fluorophenyl)thiazole-4-carboxamide). As a reaction SMILES: [NH2:1][C:2]1[CH:3]=[N:4][N:5]([CH3:22])[C:6]=1[N:7]1[CH2:13][CH2:12][CH:11]([F:14])[CH:10]([NH:15]C(=O)C(F)(F)F)[CH2:9][CH2:8]1.C(OC([NH:30][C:31]1[S:35][C:34]([C:36]2[CH:41]=[CH:40][CH:39]=[CH:38][C:37]=2[F:42])=[N:33][C:32]=1[C:43](O)=[O:44])=O)(C)(C)C>>[NH2:30][C:31]1[S:35][C:34]([C:36]2[CH:41]=[CH:40][CH:39]=[CH:38][C:37]=2[F:42])=[N:33][C:32]=1[C:43]([NH:1][C:2]1[CH:3]=[N:4][N:5]([CH3:22])[C:6]=1[N:7]1[CH2:13][CH2:12][C@@H:11]([F:14])[C@@H:10]([NH2:15])[CH2:9][CH2:8]1)=[O:44]. Procedure: Following the procedure for Example 221 starting from N-(1-(4-amino-1-methyl-1H-pyrazol-5-yl)-5-fluoroazepan-4-yl)-2,2,2-trifluoroacetamide and 5-(tert-butoxycarbonyl-amino)-2-(2-fluorophenyl)thiazole-4-carboxylic acid gave, after purification via silica gel column chromatography (5-7% MeOH/DCM with 1% 7 N ammonia in MeOH), 296 as a cream solid (128 mg, 59% over three steps). 1H NMR (400 MHz, CDCl3) δ 8.72 (s, 1H), 8.13-8.08 (m, 1H), 7.84 (s, 1H), 7.40-7.32 (m, 1H), 7.29-7.20 (m, 1H), 7.17 (dd, ... Reactants: C[C@@H](C(=O)N1CCC2=CC(=C(C=C12)[N+](=O)[O-])OC)N(CCC)CCC (N-{(1S)-1-methyl-2-[5-(methyloxy)-6-nitro-2,3-dihydro-1H-indol-1-yl]-2-oxoethyl}-N-propyl-1-propanamine). Reagents/catalysts: [Pd] (Pd/C). The solvent is C(C)O (ethanol). Yields the product C(CC)N([C@H](C(=O)N1CCC2=CC(=C(C=C12)N)OC)C)CCC (1-[(2S)-2-(dipropylamino)propanoyl]-5-(methyloxy)-2,3-dihydro-1H-indol-6-amine). As a reaction SMILES: [CH3:1][C@H:2]([N:19]([CH2:23][CH2:24][CH3:25])[CH2:20][CH2:21][CH3:22])[C:3]([N:5]1[C:13]2[C:8](=[CH:9][C:10]([O:17][CH3:18])=[C:11]([N+:14]([O-])=O)[CH:12]=2)[CH2:7][CH2:6]1)=[O:4]>C(O)C.[Pd]>[CH2:23]([N:19]([CH2:20][CH2:21][CH3:22])[C@@H:2]([CH3:1])[C:3]([N:5]1[C:13]2[C:8](=[CH:9][C:10]([O:17][CH3:18])=[C:11]([NH2:14])[CH:12]=2)[CH2:7][CH2:6]1)=[O:4])[CH2:24][CH3:25]. Reported procedure: A solution of N-{(1S)-1-methyl-2-[5-(methyloxy)-6-nitro-2,3-dihydro-1H-indol-1-yl]-2-oxoethyl}-N-propyl-1-propanamine (0.6 g, 1.72 mmols) in absolute ethanol (50 mL) was maintained under 45 psi H2(g) with catalytic 10% Pd/C for 16 hours. The catalyst was removed by vacuum filtration through a celite pad and rinsed with methanol. The filtrate was collected, concentrated under reduced pressure, and dried under high vacuum to give 1-[(2S)-2-(dipropylamino)propanoyl]-5-(methyloxy)-2,3-dihydro-1H-ind...